This data is from the Open Reaction Database (ORD), a public repository of structured organic reaction records. The task is: describe an organic reaction: reactants, conditions, products, and yield As a reaction SMILES: [BH4-:16].[CH3:14][NH2:15].[CH3:19][OH:20].[Na+:17].[O:1]1[c:2]2[c:3]([c:8]([CH:12]=[O:13])[cH:9][cH:10][cH:11]2)[O:4][CH2:5][CH2:6][CH2:7]1.[OH2:18]>>[O:1]1[c:2]2[c:3]([c:8]([CH2:12][NH:15][CH3:14])[cH:9][cH:10][cH:11]2)[O:4][CH2:5][CH2:6][CH2:7]1. Starting materials: [BH4-], CN, CO, [Na+], O=Cc1cccc2c1OCCCO2, O. Yields the product CNCc1cccc2c1OCCCO2. Starting materials: [Cl-].O[NH3+] (hydroxylammonium chloride), C(O)([O-])=O.[Na+] (sodium hydrogen carbonate), CS(=O)C (dimethyl sulfoxide), C(C(C)C)OC1=CC=C(C=C1)N1C(=NC(=C(C1=O)CC1=CC=C(C=C1)C=1C(=CC=CC1)C#N)CCC)C (4′-{[1-(4-isobutoxyphenyl)-2-methyl-6-oxo-4-propyl-1,6-dihydropyrimidin-5-yl]methyl}biphenyl-2-carbonitrile). Solvent: O (water), C(C)(=O)OCC (ethyl acetate). Reaction conditions: temperature 40 celsius, time 30 minute. The product is C(C(C)C)OC1=CC=C(C=C1)N1C(=NC(=C(C1=O)CC1=CC=C(C=C1)C1=C(C=CC=C1)C1=NOC(N1)=O)CCC)C (3-(4-isobutoxyphenyl)-2-methyl-5-{[2′-(5-oxo-4,5-dihydro-1,2,4-oxadiazol-3-yl)biphenyl-4-yl]methyl}-6-propylpyrimidin-4(3H)-one). Isolated yield 73.5%. Reaction SMILES: [Cl-].O[NH3+:3].[C:4](=[O:7])([O-])[OH:5].[Na+].CS(C)=O.[CH2:13]([O:17][C:18]1[CH:23]=[CH:22][C:21]([N:24]2[C:29](=[O:30])[C:28]([CH2:31][C:32]3[CH:37]=[CH:36][C:35]([C:38]4[C:39]([C:44]#[N:45])=[CH:40][CH:41]=[CH:42][CH:43]=4)=[CH:34][CH:33]=3)=[C:27]([CH2:46][CH2:47][CH3:48])[N:26]=[C:25]2[CH3:49])=[CH:20][CH:19]=1)[CH:14]([CH3:16])[CH3:15]>O.C(OCC)(=O)C>[CH2:13]([O:17][C:18]1[CH:19]=[CH:20][C:21]([N:24]2[C:29](=[O:30])[C:28]([CH2:31][C:32]3[CH:33]=[CH:34][C:35]([C:38]4[CH:43]=[CH:42][CH:41]=[CH:40][C:39]=4[C:44]4[NH:3][C:4](=[O:7])[O:5][N:45]=4)=[CH:36][CH:37]=3)=[C:27]([CH2:46][CH2:47][CH3:48])[N:26]=[C:25]2[CH3:49])=[CH:22][CH:23]=1)[CH:14]([CH3:16])[CH3:15] |f:0.1,2.3|. Reported procedure: A mixture of hydroxylammonium chloride (1.9 g), sodium hydrogen carbonate (2.7 g) and dimethyl sulfoxide (10 mL) was stirred at 40° C. for 30 min, 4′-{[1-(4-isobutoxyphenyl)-2-methyl-6-oxo-4-propyl-1,6-dihydropyrimidin-5-yl]methyl}biphenyl-2-carbonitrile (1.30 g) was added, and the mixture was stirred at 90° C. for 18 hr. The reaction mixture was allowed to cool to room temperature, ethyl acetate and water were added, and the mixture was extracted with ethyl acetate. The organic layer was washed...